This data is from the Open Reaction Database (ORD), a public repository of structured organic reaction records. The task is: describe an organic reaction: reactants, conditions, products, and yield The reactants are O (water), BrCC1=NC=CN=C1CBr (2,3-di(bromomethyl)pyrazine), C(C1=CC=CC=C1)(C1=CC=CC=C1)(C1=CC=CC=C1)N (tritylamine), CN(C=O)C (N,N-dimethylformamide), CN(C=O)C (N,N-dimethylformamide). Yields the product C(C1=CC=CC=C1)(C1=CC=CC=C1)(C1=CC=CC=C1)N1C=CN=C2C1=CC=N2 (N-trityl-pyrrolopyrazine). As a reaction SMILES: BrC[C:3]1[C:8]([CH2:9]Br)=[N:7][CH:6]=[CH:5][N:4]=1.[C:11](N)([C:24]1[CH:29]=[CH:28][CH:27]=[CH:26][CH:25]=1)([C:18]1[CH:23]=[CH:22][CH:21]=[CH:20][CH:19]=1)[C:12]1[CH:17]=[CH:16][CH:15]=[CH:14][CH:13]=1.O.[CH3:32][N:33](C)C=O>>[C:11]([N:7]1[C:8]2=[CH:9][CH:32]=[N:33][C:3]2=[N:4][CH:5]=[CH:6]1)([C:24]1[CH:29]=[CH:28][CH:27]=[CH:26][CH:25]=1)([C:18]1[CH:23]=[CH:22][CH:21]=[CH:20][CH:19]=1)[C:12]1[CH:17]=[CH:16][CH:15]=[CH:14][CH:13]=1. Reported procedure: To a solution of 2,3-dimethylpyrazine (1.33 g, 12.3 mmol) in tetrachloromethane (30 mL) was added N-bromosuccinimide (6.6 g, 37 mmol)) and 2,2′-azobis(2-methylpropionitrile) (0.2 g, 1.2 mmol). After refluxing under nitrogen for 16 h, the mixture was filtered, and washed with tetrachloromethane. The filtrate was concentrated, and the residue was purified on Biotage silica gel cartridge (gradient 2-20% ethyl acetate in hexanes) to yield 2,3-di(bromomethyl)pyrazine. A solution of 2,3-di(bromomethyl... The reactants are CC(C)(C)[O-].[K+] (t-BuOK), CC=1C=C2C=3C(CCCC3C=CC2=CC1C)=O (6,7-Dimethyl-4-oxo-1,2,3,4-tetrahydrophenanthrene), C(CCCCCCCCC=C)I (10-undecenyl iodide), O (water). The solvent is C1=CC=CC=C1 (benzene), C1=CC=CC=C1 (benzene). Run at temperature 60 celsius. Product: CC=1C=C2C=3C(C(CCC3C=CC2=CC1C)CCCCCCCCCC=C)=O (6,7-Dimethyl-4-oxo-3-(10-undecenyl)-1,2,3,4-tetrahydrophenanthrene), CC=1C=C2C=3C(CCCC3C=CC2=CC1C)=O (6,7-Dimethyl-4-oxo-1,2,3,4-tetrahydrophenanthrene). Isolated yield 47.0%. Reaction SMILES: CC([O-])(C)C.[K+].[CH3:7][C:8]1[CH:9]=[C:10]2[C:19](=[CH:20][C:21]=1[CH3:22])[CH:18]=[CH:17][C:16]1[CH2:15][CH2:14][CH2:13][C:12](=[O:23])[C:11]2=1.[CH2:24](I)[CH2:25][CH2:26][CH2:27][CH2:28][CH2:29][CH2:30][CH2:31][CH2:32][CH:33]=[CH2:34].O>C1C=CC=CC=1>[CH3:7][C:8]1[CH:9]=[C:10]2[C:19](=[CH:20][C:21]=1[CH3:22])[CH:18]=[CH:17][C:16]1[CH2:15][CH2:14][CH:13]([CH2:34][CH2:33][CH2:32][CH2:31][CH2:30][CH2:29][CH2:28][CH2:27][CH2:26][CH:25]=[CH2:24])[C:12](=[O:23])[C:11]2=1.[CH3:7][C:8]1[CH:9]=[C:10]2[C:19](=[CH:20][C:21]=1[CH3:22])[CH:18]=[CH:17][C:16]1[CH2:15][CH2:14][CH2:13][C:12](=[O:23])[C:11]2=1 |f:0.1|. Procedure details: t-BuOK (3.6 g, 0.032 mole) was dissolved in 250 ml of dry benzene at 40°-50° C. To the stirred solution was added 6,7-Dimethyl-4-oxo-1,2,3,4-tetrahydrophenanthrene (3.6 g, 0.016 mole) in 50 ml of dry benzene and then, 10-undecenyl iodide (4.58 g, 0.016 mole) at 30° C. under N2. The mixture was heated to 60° C. for 2.5 hr under N2. After cooling the reaction mixture to room temperature, water was added. The whole mixture was extracted twice with diethylether. The combined diethylether solution wa...